This data is from the Open Reaction Database (ORD), a public repository of structured organic reaction records. The task is: describe an organic reaction: reactants, conditions, products, and yield The reactants are Cc1ccccc1, Nc1nccs1, O, O=Cc1ccncc1. The product is c1cc(CNc2nccs2)ccn1. As a reaction SMILES: [CH3:16][c:17]1[cH:18][cH:19][cH:20][cH:21][cH:22]1.[NH2:1][c:2]1[s:3][cH:4][cH:5][n:6]1.[OH2:15].[n:7]1[cH:8][cH:9][c:10]([CH:13]=[O:14])[cH:11][cH:12]1>>[NH:1]([c:2]1[s:3][cH:4][cH:5][n:6]1)[CH2:13][c:10]1[cH:9][cH:8][n:7][cH:12][cH:11]1. Starting materials: BrC=1C(=NC(=CC1)N(CC1=CC=CC=C1)CC1=CC=CC=C1)C(=O)OC (methyl 3-bromo-6-(dibenzylamino)pyridine-2-carboxylate), C1(=CC=CC=C1)P(C1=CC=CC=C1)C1=CC=CC=C1 (triphenylphosphine), C([O-])([O-])=O.[K+].[K+] (potassium carbonate-), C(C=C)(=O)OC (methyl acrylate). Reagents/catalysts: C(C)(=O)[O-].[Pd+2].C(C)(=O)[O-] (palladium acetate). Run in CN(C=O)C (N,N-dimethylformamide), C(C)OCC (diethyl ether). Conditions: temperature 120 celsius. The product is C(C1=CC=CC=C1)N(C1=CC=C(C(=N1)C(=O)OC)\C=C\C(=O)OC)CC1=CC=CC=C1 (methyl 6-(dibenzylamino)-3-[(1E)-3-methoxy-3-oxoprop-1-en-1-yl]pyridine-2-carboxylate). The yield is 81.3%. Reaction SMILES: Br[C:2]1[C:3]([C:23]([O:25][CH3:26])=[O:24])=[N:4][C:5]([N:8]([CH2:16][C:17]2[CH:22]=[CH:21][CH:20]=[CH:19][CH:18]=2)[CH2:9][C:10]2[CH:15]=[CH:14][CH:13]=[CH:12][CH:11]=2)=[CH:6][CH:7]=1.C1(P(C2C=CC=CC=2)C2C=CC=CC=2)C=CC=CC=1.C(=O)([O-])[O-].[K+].[K+].[C:52]([O:56][CH3:57])(=[O:55])[CH:53]=[CH2:54]>CN(C)C=O.C(OCC)C.C([O-])(=O)C.[Pd+2].C([O-])(=O)C>[CH2:9]([N:8]([CH2:16][C:17]1[CH:22]=[CH:21][CH:20]=[CH:19][CH:18]=1)[C:5]1[N:4]=[C:3]([C:23]([O:25][CH3:26])=[O:24])[C:2](/[CH:54]=[CH:53]/[C:52]([O:56][CH3:57])=[O:55])=[CH:7][CH:6]=1)[C:10]1[CH:15]=[CH:14][CH:13]=[CH:12][CH:11]=1 |f:2.3.4,8.9.10|. Procedure details: A suspension of methyl 3-bromo-6-(dibenzylamino)pyridine-2-carboxylate (3.16 g, 7.68 mmol), palladium acetate (172 mg, 0.768 mmol), triphenylphosphine (404 mg, 1.54 mmol), potassium carbonate-(1.59 g, 11.5 mmol) and methyl acrylate (1.21 mL, 15.4 mmol) in N,N-dimethylformamide (77 mL) was stirred with heating at 120° C. for 12 hr. The reaction solution was diluted with diethyl ether, washed with water and saturated brine, and dried over anhydrous sodium sulfate. The solvent was evaporated under ... Reactants: NC1=NC(=C(C(=N1)OS(=O)(=O)C1=C(C=C(C=C1C)C)C)CC1=C(C=C(CN(CCC(=O)OCC)CC)C=C1)OC)C (ethyl 3-((4-((2-amino-4-(mesitylsulfonyloxy)-6-methylpyrimidin-5-yl)methyl)-3-methoxybenzyl)(ethyl)amino)propanoate), N[C@H](CCO)CCC ((S)-3-aminohexan-1-ol). Product: NC1=NC(=C(C(=N1)N[C@H](CCO)CCC)CC1=C(C=C(CN(CCC(=O)OCC)CC)C=C1)OC)C ((S)-ethyl 3-((4-((2-amino-4-(1-hydroxyhexan-3-ylamino)-6-methylpyrimidin-5-yl)methyl)-3-methoxybenzyl)(ethyl)amino)propanoate). Isolated yield 28.9%. Reaction SMILES: [NH2:1][C:2]1[N:7]=[C:6](OS(C2C(C)=CC(C)=CC=2C)(=O)=O)[C:5]([CH2:21][C:22]2[CH:38]=[CH:37][C:25]([CH2:26][N:27]([CH2:35][CH3:36])[CH2:28][CH2:29][C:30]([O:32][CH2:33][CH3:34])=[O:31])=[CH:24][C:23]=2[O:39][CH3:40])=[C:4]([CH3:41])[N:3]=1.[NH2:42][C@@H:43]([CH2:47][CH2:48][CH3:49])[CH2:44][CH2:45][OH:46]>>[NH2:1][C:2]1[N:7]=[C:6]([NH:42][C@@H:43]([CH2:47][CH2:48][CH3:49])[CH2:44][CH2:45][OH:46])[C:5]([CH2:21][C:22]2[CH:38]=[CH:37][C:25]([CH2:26][N:27]([CH2:35][CH3:36])[CH2:28][CH2:29][C:30]([O:32][CH2:33][CH3:34])=[O:31])=[CH:24][C:23]=2[O:39][CH3:40])=[C:4]([CH3:41])[N:3]=1. Reported procedure: The sub-title compound was synthesized by the method of example 1 step (viii) from the product of step (ii) (2.7 g) (S)-3-aminohexan-1-ol (1.6 g). The sub-title compound (670 mg) was obtained as a colourless gum; 1H NMR (CDCl3); 6.93 (1H, s), 6.86 (1H, d), 6.76 (1H, d), 4.80-4.65 (3H, m), 4.09 (2H, q), 3.88 (3H, s), 3.65 (2H, s), 3.50 (2H, s), 3.42-3.37 (1H, m), 3.24 (1H, ddd), 2.77 (2H, t), 2.46-2.41 (4H, m), 2.02 (3H, s), 1.82-1.72 (1H, m), 1.42-1.29 (1H, m), 1.26-1.19 (5H, m), 1.07-0.96 (5H, ... The reactants are N1(N=CN=C1)C1=CC=C(C(=O)O)C=C1 (4-(1H-1,2,4-triazol-1-yl)benzoic acid), S(=O)(Cl)Cl (sulfurous dichloride). Product: N1(N=CN=C1)C1=CC=C(C(=O)Cl)C=C1 (4-(1H-1,2,4-triazol-1-yl)benzoyl chloride). The yield is 100.0%. RXN SMILES: [N:1]1([C:6]2[CH:14]=[CH:13][C:9]([C:10](O)=[O:11])=[CH:8][CH:7]=2)[CH:5]=[N:4][CH:3]=[N:2]1.S(Cl)([Cl:17])=O>>[N:1]1([C:6]2[CH:14]=[CH:13][C:9]([C:10]([Cl:17])=[O:11])=[CH:8][CH:7]=2)[CH:5]=[N:4][CH:3]=[N:2]1. Procedure details: 4-(1H-1,2,4-triazol-1-yl)benzoic acid (100 mg, 0.529 mmol) in sulfurous dichloride (2 ml) was refluxed at 110° C. for 2 h. After the excess SOCl2 was removed, the residue was dried in vacuo to give 4-(1H-1,2,4-triazol-1-yl)benzoyl chloride (110 mg, 0.529 mmol, 100% yield) as a white solid which was used in subsequent reactions without further purification. Reactants: ClC=1C(=C(C=CC1)C1NCC(C1(C#N)C1=C(C=C(C=C1)Cl)F)CC(C)(C)C)F (rac-(2S,3S,4S)-2-(3-chloro-2-fluoro-phenyl)-3-(4-chloro-2-fluoro-phenyl)-4-(2,2-dimethyl-propyl)-pyrrolidine-3-carbonitrile), COC(C1=CC=C(C=C1)N=C=O)=O (4-isocyanato-benzoic acid methyl ester). Run in C(Cl)Cl (CH2Cl2). Conditions: time 1 hour. Product: COC(C1=CC=C(C=C1)NC(=O)N1[C@@H]([C@@]([C@@H](C1)CC(C)(C)C)(C#N)C1=C(C=C(C=C1)Cl)F)C1=C(C(=CC=C1)Cl)F)=O (rac 4-{[(2S,3S,4S)-2-(3-chloro-2-fluoro-phenyl)-3-(4-chloro-2-fluoro-phenyl)-3-cyano-4-(2,2-dimethyl-propyl)-pyrrolidine-1-carbonyl]-amino}-benzoic acid methyl ester). Isolated yield 74.7%. As a reaction SMILES: [Cl:1][C:2]1[C:3]([F:28])=[C:4]([CH:8]2[C:12]([C:15]3[CH:20]=[CH:19][C:18]([Cl:21])=[CH:17][C:16]=3[F:22])([C:13]#[N:14])[CH:11]([CH2:23][C:24]([CH3:27])([CH3:26])[CH3:25])[CH2:10][NH:9]2)[CH:5]=[CH:6][CH:7]=1.[CH3:29][O:30][C:31](=[O:41])[C:32]1[CH:37]=[CH:36][C:35]([N:38]=[C:39]=[O:40])=[CH:34][CH:33]=1>C(Cl)Cl>[CH3:29][O:30][C:31](=[O:41])[C:32]1[CH:33]=[CH:34][C:35]([NH:38][C:39]([N:9]2[CH2:10][C@@H:11]([CH2:23][C:24]([CH3:25])([CH3:27])[CH3:26])[C@@:12]([C:15]3[CH:20]=[CH:19][C:18]([Cl:21])=[CH:17][C:16]=3[F:22])([C:13]#[N:14])[C@H:8]2[C:4]2[CH:5]=[CH:6][CH:7]=[C:2]([Cl:1])[C:3]=2[F:28])=[O:40])=[CH:36][CH:37]=1. Reported procedure: A mixture of rac-(2S,3S,4S)-2-(3-chloro-2-fluoro-phenyl)-3-(4-chloro-2-fluoro-phenyl)-4-(2,2-dimethyl-propyl)-pyrrolidine-3-carbonitrile (84.6 mg, 0.20 mmol) and 4-isocyanato-benzoic acid methyl ester (Aldrich, 53.1 mg, 0.30 mmol) in CH2Cl2 (2 mL) was stirred at rt for 1 h. The reaction mixture was then concentrated and purified by flash column to give rac 4-{[(2S,3S,4S)-2-(3-chloro-2-fluoro-phenyl)-3-(4-chloro-2-fluoro-phenyl)-3-cyano-4-(2,2-dimethyl-propyl)-pyrrolidine-1-carbonyl]-amino}-benzo...